Dataset: the Open Reaction Database (ORD), a public repository of structured organic reaction records. Task: describe an organic reaction: reactants, conditions, products, and yield The reactants are Cl.CN(C)CCCN=C=NCC (N-dimethylaminopropyl-N'-ethylcarbodiimide hydrochloride), C(C)(=O)OCC (Ethyl acetate), C1CCC2=CC(=CC=C12)O (5-Indanol), C1(=CC=CC=C1)OP(=O)(OC1=CC=CC=C1)CN[C@H](C(=O)NCCC(=O)O)CC1=CC=C(C=C1)C1=CC=CC=C1 ((S)-N-[2-(diphenylphosphonomethylamino)-3-(4-biphenylyl)-propionyl]-3-aminopropionic acid). The reagents and catalysts are CN(C)C1=CC=NC=C1 (4-(N,N-Dimethylamino)pyridine). Solvent: O (water), C(Cl)Cl (methylene chloride). Run at time 3 hour. Yields the product C1(=CC=CC=C1)OP(=O)(OC1=CC=CC=C1)CN[C@H](C(=O)NCCC(=O)OC=1C=C2CCCC2=CC1)CC1=CC=C(C=C1)C1=CC=CC=C1 (5-indanyl (S)-N-[2-(diphenylphosphonomethylamino)-3-(4-biphenylyl)-propionyl]-3-aminopropionate). As a reaction SMILES: [CH2:1]1[C:9]2[C:4](=[CH:5][C:6]([OH:10])=[CH:7][CH:8]=2)[CH2:3][CH2:2]1.[C:11]1([O:17][P:18]([CH2:27][NH:28][C@@H:29]([CH2:38][C:39]2[CH:44]=[CH:43][C:42]([C:45]3[CH:50]=[CH:49][CH:48]=[CH:47][CH:46]=3)=[CH:41][CH:40]=2)[C:30]([NH:32][CH2:33][CH2:34][C:35](O)=[O:36])=[O:31])([O:20][C:21]2[CH:26]=[CH:25][CH:24]=[CH:23][CH:22]=2)=[O:19])[CH:16]=[CH:15][CH:14]=[CH:13][CH:12]=1.Cl.CN(CCCN=C=NCC)C.C(OCC)(=O)C>C(Cl)Cl.CN(C1C=CN=CC=1)C.O>[C:11]1([O:17][P:18]([CH2:27][NH:28][C@@H:29]([CH2:38][C:39]2[CH:40]=[CH:41][C:42]([C:45]3[CH:46]=[CH:47][CH:48]=[CH:49][CH:50]=3)=[CH:43][CH:44]=2)[C:30]([NH:32][CH2:33][CH2:34][C:35]([O:10][C:6]2[CH:5]=[C:4]3[C:9](=[CH:8][CH:7]=2)[CH2:1][CH2:2][CH2:3]3)=[O:36])=[O:31])([O:20][C:21]2[CH:22]=[CH:23][CH:24]=[CH:25][CH:26]=2)=[O:19])[CH:12]=[CH:13][CH:14]=[CH:15][CH:16]=1 |f:2.3|. Reported procedure: 5-Indanol (52.9 mg, 0.394 mmol) is added in one portion to a solution of (S)-N-[2-(diphenylphosphonomethylamino)-3-(4-biphenylyl)-propionyl]-3-aminopropionic acid (200 mg, 0.394 mmol) in methylene chloride (25 ml). 4-(N,N-Dimethylamino)pyridine (48.1 mg, 0.394 mmol) is added followed by N-dimethylaminopropyl-N'-ethylcarbodiimide hydrochloride (151 mg, 0.788 mmol). The solution is stirred at room temperature for 3 hours. Ethyl acetate (60 mL) and water (15 mL) are added. The organic layer is subs... Reactants: CC(C)(C)[Si](C)(C)Cl, ClCCl, COC(=O)CCCCO, c1c[nH]cn1. Product: COC(=O)CCCCO[Si](C)(C)C(C)(C)C. RXN SMILES: [C:1]([CH3:2])([CH3:3])([CH3:4])[Si:5]([CH3:6])([CH3:7])[Cl:8].[Cl:23][CH2:24][Cl:25].[OH:9][CH2:10][CH2:11][CH2:12][CH2:13][C:14](=[O:15])[O:16][CH3:17].[nH:18]1[cH:19][cH:20][n:21][cH:22]1>>[C:1]([CH3:2])([CH3:3])([CH3:4])[Si:5]([CH3:6])([CH3:7])[O:9][CH2:10][CH2:11][CH2:12][CH2:13][C:14](=[O:15])[O:16][CH3:17]. Conditions: temperature 100 celsius. Reported procedure: A suspension of 6-chloropyrido[3,2-d]pyrimidin-4-amine (1) (3.61 g, 20 mmol), 3-fluoro-5-formylphenylboronic acid (CAS 328956-60-1) (4.03 g, 24 mmol, 1.2 eq), Pd(PPh3)4 (1.16 g, 1.0 mmol, 0.05 eq), and K2CO3 (5.53 g, 40 mmol, 2.0 eq) in a mixture of dioxane (100 mL) and H2O (10 mL) was heated at 100° C. for 3 h. After it was cooled to r.t., the reaction was extracted with EtOAc (100 mL) and water (60 mL). The organic layer were washed with water and concentrated. The yellow solid was recrystalli... Reagents/catalysts: C=1C=CC(=CC1)[P](C=2C=CC=CC2)(C=3C=CC=CC3)[Pd]([P](C=4C=CC=CC4)(C=5C=CC=CC5)C=6C=CC=CC6)([P](C=7C=CC=CC7)(C=8C=CC=CC8)C=9C=CC=CC9)[P](C=1C=CC=CC1)(C=1C=CC=CC1)C=1C=CC=CC1 (Pd(PPh3)4). Reaction SMILES: [F:1][C:2]1[CH:3]=[C:4]([C:8]2[CH:9]=[CH:10][C:11]3[N:12]=[CH:13][N:14]=[C:15]([NH2:18])[C:16]=3[N:17]=2)[CH:5]=[CH:6][CH:7]=1.FC1C=C(B(O)O)C=C([CH:26]=[O:27])C=1.C([O-])([O-])=O.[K+].[K+]>O1CCOCC1.O.C1C=CC([P]([Pd]([P](C2C=CC=CC=2)(C2C=CC=CC=2)C2C=CC=CC=2)([P](C2C=CC=CC=2)(C2C=CC=CC=2)C2C=CC=CC=2)[P](C2C=CC=CC=2)(C2C=CC=CC=2)C2C=CC=CC=2)(C2C=CC=CC=2)C2C=CC=CC=2)=CC=1>[NH2:18][C:15]1[C:16]2[N:17]=[C:8]([C:4]3[CH:5]=[C:6]([CH:7]=[C:2]([F:1])[CH:3]=3)[CH:26]=[O:27])[CH:9]=[CH:10][C:11]=2[N:12]=[CH:13][N:14]=1 |f:2.3.4,^1:47,49,68,87|. Run in O1CCOCC1 (dioxane), O (H2O). Isolated yield 89.5%. The product is NC=1C2=C(N=CN1)C=CC(=N2)C=2C=C(C=O)C=C(C2)F (3-(4-Aminopyrido[3,2-d]pyrimidin-6-yl)-5-fluorobenzaldehyde). Reactants: FC=1C=C(C=CC1)C=1C=CC=2N=CN=C(C2N1)N (6-(3-fluorophenyl)pyrido[3,2-d]pyrimidin-4-amine), FC=1C=C(C=C(C1)C=O)B(O)O (3-fluoro-5-formylphenylboronic acid), C(=O)([O-])[O-].[K+].[K+] (K2CO3). The reactants are C1(CCCC2=CC=CC=C12)N (1,2,3,4-tetrahydro-1-naphthylamine), C(C)N=C=S (ethyl isothiocyanate). The solvent is CC(=O)C (acetone), CC(=O)C (acetone). Conditions: time 8 hour. The product is C(C)NC(=S)NC1CCCC2=CC=CC=C12 (1-Ethyl-3-(1,2,3,4-tetrahydro-1-naphthyl)- thiourea). The yield is 50.3%. RXN SMILES: [CH:1]1([NH2:11])[C:10]2[C:5](=[CH:6][CH:7]=[CH:8][CH:9]=2)[CH2:4][CH2:3][CH2:2]1.[CH2:12]([N:14]=[C:15]=[S:16])[CH3:13]>CC(C)=O>[CH2:12]([NH:14][C:15]([NH:11][CH:1]1[C:10]2[C:5](=[CH:6][CH:7]=[CH:8][CH:9]=2)[CH2:4][CH2:3][CH2:2]1)=[S:16])[CH3:13]. Procedure: To a stirred solution of 8.84 grams (0.060 mole) of 1,2,3,4-tetrahydro-1-naphthylamine in 100 ml of acetone, under a blanket of nitrogen, is added a solution of 6.27 grams (0.072 mole) of ethyl isothiocyanate in 50 ml of acetone. The reaction mixture is stirred overnight, and the solvent then evaporated at reduced pressure. Toluene is added to the residue, and the mixture is then evaporated at reduced pressure. The residue is crystallized from nitromethane to give 7.08 grams of the product, melt... The product is NC1=NC(=O)C(=C2CCNC(=O)c3[nH]c4c(N)cccc4c32)N1. Reaction SMILES: [CH3:33][OH:34].[F:26][C:27]([F:28])([F:29])[C:30]([OH:31])=[O:32].[NH2:1][C:2]1=[N:3][C:4](=[O:25])[C:5](=[C:7]2[CH2:8][CH2:9][NH:10][C:11](=[O:24])[c:12]3[nH:13][c:14]4[c:15]([N+:21]([O-:22])=[O:23])[cH:16][cH:17][cH:18][c:19]4[c:20]32)[NH:6]1>>[NH2:1][C:2]1=[N:3][C:4](=[O:25])[C:5](=[C:7]2[CH2:8][CH2:9][NH:10][C:11](=[O:24])[c:12]3[nH:13][c:14]4[c:15]([NH2:21])[cH:16][cH:17][cH:18][c:19]4[c:20]32)[NH:6]1. Starting materials: CO, O=C(O)C(F)(F)F, NC1=NC(=O)C(=C2CCNC(=O)c3[nH]c4c([N+](=O)[O-])cccc4c32)N1.